From a dataset of the Open Reaction Database (ORD), a public repository of structured organic reaction records. describe an organic reaction: reactants, conditions, products, and yield Reactants: CCOCC, C1CCOC1, CCOC(=O)C=C(C)C#CS(=O)(=O)c1cc2c(cc1C)C(C)(C)CCC2(C)C, Cl, [Na+], [OH-], O. The product is CC(C#CS(=O)(=O)c1cc2c(cc1C)C(C)(C)CCC2(C)C)=CC(=O)O. Reaction SMILES: [CH2:32]([O:33][CH2:34][CH3:35])[CH3:36].[CH2:38]1[O:39][CH2:40][CH2:41][CH2:42]1.[CH3:3][C:4](=[CH:5][C:6](=[O:7])[O:8][CH2:9][CH3:10])[C:11]#[C:12][S:13](=[O:14])(=[O:15])[c:16]1[cH:17][c:18]2[c:23]([cH:24][c:25]1[CH3:26])[C:22]([CH3:27])([CH3:28])[CH2:21][CH2:20][C:19]2([CH3:29])[CH3:30].[ClH:37].[Na+:2].[OH-:1].[OH2:31]>>[CH3:3][C:4](=[CH:5][C:6](=[O:7])[OH:8])[C:11]#[C:12][S:13](=[O:14])(=[O:15])[c:16]1[cH:17][c:18]2[c:23]([cH:24][c:25]1[CH3:26])[C:22]([CH3:27])([CH3:28])[CH2:21][CH2:20][C:19]2([CH3:29])[CH3:30]. Product: N1=C(N=CC=C1)N1CCC2(OCCO2)CC1 (8-(2-Pyrimidinyl)-1,4-dioxa-8-azaspiro[4.5]decane). Reaction SMILES: Cl[C:2]1[N:7]=[CH:6][CH:5]=[CH:4][N:3]=1.[O:8]1[C:12]2([CH2:17][CH2:16][NH:15][CH2:14][CH2:13]2)[O:11][CH2:10][CH2:9]1.C([O-])([O-])=O.[K+].[K+].CN(C)C=O>O.CCOCC>[N:3]1[CH:4]=[CH:5][CH:6]=[N:7][C:2]=1[N:15]1[CH2:16][CH2:17][C:12]2([O:11][CH2:10][CH2:9][O:8]2)[CH2:13][CH2:14]1 |f:2.3.4|. Run at time 4 day. Reactants: ClC1=NC=CC=N1 (2-chloropyrimidine), O1CCOC12CCNCC2 (1,4-dioxa-8-azaspiro[4.5]decane), C(=O)([O-])[O-].[K+].[K+] (K2CO3), CN(C=O)C (dimethylformamide). Isolated yield 47.9%. Reported procedure: A mixture of 10 g (0.0873 mol) of 2-chloropyrimidine, 38 g (0.2654 mol) of 1,4-dioxa-8-azaspiro[4.5]decane, 18 g (0.130 mol) of K2CO3, and 100 ml of dimethylformamide is stirred at 100°-110° C. for 4 days. The reaction mixture is allowed to cool to ambient temperature, diluted with water and extracted with ethyl acetate. The combined organic extracts are washed copiously with water, then brine, dried over Na2SO4, and concentrated in vacuo to give a waxy solid. Trituration with ether furnishes 9.... Solvent: CCOCC (ether), O (water). Starting materials: C1OC=2C=C(CN)C=CC2O1 (3,4-methylenedioxybenzylamine), ClC=1N=C(C2=C(N1)SC1=C2CCCC1)Cl (2,4-dichloro-5,6,7,8-tetrahydro-[1]-benzothieno-[2,3-d]-pyrimidine). Product: ClC=1N=C(C2=C(N1)SC1=C2CCCC1)NCC1=CC2=C(C=C1)OCO2 (2-chloro-5,6,7,8-tetrahydro-4-(3,4-methylenedioxybenzylamino)-[1]-benzothieno-[2,3-d]-pyrimidine). RXN SMILES: [CH2:1]1[O:11][C:10]2[CH:9]=[CH:8][C:5]([CH2:6][NH2:7])=[CH:4][C:3]=2[O:2]1.[Cl:12][C:13]1[N:14]=[C:15](Cl)[C:16]2[C:21]3[CH2:22][CH2:23][CH2:24][CH2:25][C:20]=3[S:19][C:17]=2[N:18]=1>>[Cl:12][C:13]1[N:14]=[C:15]([NH:7][CH2:6][C:5]2[CH:8]=[CH:9][C:10]3[O:11][CH2:1][O:2][C:3]=3[CH:4]=2)[C:16]2[C:21]3[CH2:22][CH2:23][CH2:24][CH2:25][C:20]=3[S:19][C:17]=2[N:18]=1. Reported procedure: Following the procedure of Example 1, the reaction of 3,4-methylenedioxybenzylamine with 2,4-dichloro-5,6,7,8-tetrahydro-[1]-benzothieno-[2,3-d]-pyrimidine gives 2-chloro-5,6,7,8-tetrahydro-4-(3,4-methylenedioxybenzylamino)-[1]-benzothieno-[2,3-d]-pyrimidine Mp. 222° C. Reactants: C(=O)(OC(C)(C)C)N1CC(CCC1)=O (1-BOC-piperidin-3-one), BrC=1C=CC(=C(C(=O)N)C1)O (5-bromo-2-hydroxybenzamide), N1CCCC1 (pyrrolidine). Solvent: CO (MeOH). Run at temperature 70 celsius. Product: C(C)(C)(C)OC(=O)N1CC2(CCC1)OC1=C(C(N2)=O)C=C(C=C1)Br ((±)-6-bromo-3,4-dihydro-4-oxo-spiro-[2H-(1,3)-benzoxazine-2,3′-piperidine]-1′-carboxylic acid tert-butyl ester). Isolated yield 68.4%. Reaction SMILES: [C:1]([N:8]1[CH2:13][CH2:12][CH2:11][C:10](=[O:14])[CH2:9]1)([O:3][C:4]([CH3:7])([CH3:6])[CH3:5])=[O:2].[Br:15][C:16]1[CH:17]=[CH:18][C:19](O)=[C:20]([CH:24]=1)[C:21]([NH2:23])=[O:22].N1CCCC1>CO>[C:4]([O:3][C:1]([N:8]1[CH2:13][CH2:12][CH2:11][C:10]2([NH:23][C:21](=[O:22])[C:20]3[CH:24]=[C:16]([Br:15])[CH:17]=[CH:18][C:19]=3[O:14]2)[CH2:9]1)=[O:2])([CH3:7])([CH3:6])[CH3:5]. Reported procedure: 1-BOC-piperidin-3-one (4.0 g, 20 mmol) was added to a mixture of 5-bromo-2-hydroxybenzamide (2.0 g, 9.2 mmol) and pyrrolidine (0.76 ml, 9.2 mmol) in MeOH (7.5 ml), and the reaction mixture was heated to 70° C. by MW (closed vessel) for 5 h. The solution was then concentrated under vacuum and the crude mixture was purified by column chromatography on silica gel (eluent: DCM/EtOAc 7:3) to give (±)-6-bromo-3,4-dihydro-4-oxo-spiro-[2H-(1,3)-benzoxazine-2,3′-piperidine]-1′-carboxylic acid tert-butyl ... Reactants: CC(=O)O, CN(C)C=O, C=C(Cl)CC1(O)CCCCC1, [K+], [OH-]. The product is C#CCC1(O)CCCCC1. As a reaction SMILES: [CH3:14][C:15](=[O:16])[OH:17].[CH3:18][N:19]([CH3:20])[CH:21]=[O:22].[Cl:1][C:2]([CH2:3][C:4]1([OH:10])[CH2:5][CH2:6][CH2:7][CH2:8][CH2:9]1)=[CH2:11].[K+:13].[OH-:12]>>[C:2]([CH2:3][C:4]1([OH:10])[CH2:5][CH2:6][CH2:7][CH2:8][CH2:9]1)#[CH:11]. Starting materials: NC1=CC=C(C(=O)OCC)C=C1 (ethyl p-aminobenzoate), C(C)N(C(=S)Cl)CC (N,N-diethylthiocarbamoyl chloride), Cl (hydrochloric acid). Procedure: In 500 ml of toluene was dissolved 82.5 g of ethyl p-aminobenzoate and after adding thereto 83.4 g of N,N-diethylthiocarbamoyl chloride, the mixture was refluxed for 8 hours. After ice cooling the reaction mixture, 100 ml of concentrated hydrochloric acid was added to the mixture and the toluene layer thus formed was collected and washed with water. After distilling off toluene under reduced pressure, the oily material thus formed was crystallized from methanol to provide 77.1 g of ethyl p-isoth... Isolated yield 74.5%. Yields the product N(=C=S)C1=CC=C(C(=O)OCC)C=C1 (ethyl p-isothiocyanatobenzoate). Reaction SMILES: [NH2:1][C:2]1[CH:12]=[CH:11][C:5]([C:6]([O:8][CH2:9][CH3:10])=[O:7])=[CH:4][CH:3]=1.C(N(CC)[C:16](Cl)=[S:17])C.Cl>C1(C)C=CC=CC=1>[N:1]([C:2]1[CH:3]=[CH:4][C:5]([C:6]([O:8][CH2:9][CH3:10])=[O:7])=[CH:11][CH:12]=1)=[C:16]=[S:17]. Solvent: C1(=CC=CC=C1)C (toluene), C1(=CC=CC=C1)C (toluene). The reactants are CC(C)(C)OC(=O)N1CCC2(C1)N(C(=O)OCc1ccccc1)CC2(F)F, C, CO, C1CCOC1, [Pd]. The product is CC(C)(C)OC(=O)N1CCC2(C1)NCC2(F)F. As a reaction SMILES: [C:1]([CH3:2])([CH3:3])([CH3:4])[O:5][C:6](=[O:7])[N:8]1[CH2:9][C:10]2([C:11]([F:24])([F:25])[CH2:12][N:13]2[C:14]([O:15][CH2:16][c:17]2[cH:18][cH:19][cH:20][cH:21][cH:22]2)=[O:23])[CH2:26][CH2:27]1.[C:35].[CH3:33][OH:34].[O:28]1[CH2:29][CH2:30][CH2:31][CH2:32]1.[Pd:36]>>[C:1]([CH3:2])([CH3:3])([CH3:4])[O:5][C:6](=[O:7])[N:8]1[CH2:9][C:10]2([C:11]([F:24])([F:25])[CH2:12][NH:13]2)[CH2:26][CH2:27]1.